Task: describe an organic reaction: reactants, conditions, products, and yield. Dataset: the Open Reaction Database (ORD), a public repository of structured organic reaction records Reactants: Cl.C(C)(C)C1=CC=C(C=C1)NN ((4-(i-propyl)phenyl]hydrazine hydrochloride), CC(C(=O)OC)(CC(CSC(C)(C)C)=O)C (methyl 2,2-dimethyl-5-(t-butylthio)-4-oxopentanoate). Product: ClC1=CC=C(CN2C(=C(C3=CC(=CC=C23)C(C)C)SC(C)(C)C)CC(C(=O)O)(C)C)C=C1 (1-(p Chlorobenzyl)-3-(t-butylthio)-α,α-dimethyl-5-(i-propyl)-indole-2-propanoic acid). As a reaction SMILES: [ClH:1].[CH:2]([C:5]1[CH:10]=[CH:9][C:8]([NH:11]N)=[CH:7][CH:6]=1)([CH3:4])[CH3:3].[CH3:13][C:14]([CH3:28])([CH2:19][C:20](=O)[CH2:21][S:22][C:23]([CH3:26])([CH3:25])[CH3:24])[C:15]([O:17]C)=[O:16]>>[Cl:1][C:8]1[CH:9]=[CH:10][C:5]([CH2:2][N:11]2[C:8]3[C:7](=[CH:6][C:5]([CH:2]([CH3:4])[CH3:3])=[CH:10][CH:9]=3)[C:21]([S:22][C:23]([CH3:26])([CH3:25])[CH3:24])=[C:20]2[CH2:19][C:14]([CH3:28])([CH3:13])[C:15]([OH:17])=[O:16])=[CH:6][CH:7]=1 |f:0.1|. Procedure details: Following the procedure of Example 10, but using 1-(p-chlorobenzyl)-1[-(4-(i-propyl)phenyl]hydrazine hydrochloride and methyl 2,2-dimethyl-5-(t-butylthio)-4-oxopentanoate as starting materials and hydrolysis at reflux, the title compound was prepared, mp 189°-192°.